describe an organic reaction: reactants, conditions, products, and yield From a dataset of the Open Reaction Database (ORD), a public repository of structured organic reaction records. Starting materials: CC1=C(C=CC=C1)B(O)O (2-methylphenylboronic acid), BrN1C(CCC1=O)=O (N-bromosuccinimide), N(=NC(C#N)(C)C)C(C#N)(C)C (2,2′-azobisisobutyronitrile). The solvent is C(Cl)(Cl)(Cl)Cl (carbon tetrachloride). Conditions: temperature 82 celsius. Product: BrCC1=C(C=CC=C1)B(O)O (2-Bromomethylphenylboronic Acid). Yield: 38.5%. As a reaction SMILES: [CH3:1][C:2]1[CH:7]=[CH:6][CH:5]=[CH:4][C:3]=1[B:8]([OH:10])[OH:9].[Br:11]N1C(=O)CCC1=O.N(C(C)(C)C#N)=NC(C)(C)C#N>C(Cl)(Cl)(Cl)Cl>[Br:11][CH2:1][C:2]1[CH:7]=[CH:6][CH:5]=[CH:4][C:3]=1[B:8]([OH:10])[OH:9]. Reported procedure: A suspension of 2-methylphenylboronic acid (10.65 g), N-bromosuccinimide (NBS, 16.86 g) and 2,2′-azobisisobutyronitrile (AIBN, 1.708 g) in carbon tetrachloride (1000 mL) was heated in an oil bath at 82° C. to reflux for 2 hours under anhydrous condition. Cooled the reaction mixture to room temperature and filtered off the solid. Extracted the filtrate with water (2×200 mL). The organic layer was separated, dried over MgSO4 and concentrated in vacuo to dryness. Redissolved the solid in methanol (... Starting materials: C(C)(=O)[O-].[Na+] (sodium acetate), ClC1=CC=C(C=2C(C3=CC=CC=C3C(C12)=O)=O)O (1-chloro-4-hydroxy anthraquinone), C1(CCCCC1)C1=CC=C(N)C=C1 (4-cyclohexylaniline). The reagents and catalysts are C(C)(=O)[O-].[Cu+2].C(C)(=O)[O-] (copper acetate). The solvent is [N+](=O)([O-])C1=CC=CC=C1 (nitrobenzene). The product is 1-cyclohexylphenylamino, OC1=CC=CC=2C(C3=CC=CC=C3C(C12)=O)=O (4-hydroxyanthraquinone). Reaction SMILES: Cl[C:2]1[C:15]2[C:14](=[O:16])[C:13]3[C:8](=[CH:9][CH:10]=[CH:11][CH:12]=3)[C:7](=[O:17])[C:6]=2[C:5]([OH:18])=[CH:4][CH:3]=1.C1(C2C=CC(N)=CC=2)CCCCC1.C([O-])(=O)C.[Na+]>[N+](C1C=CC=CC=1)([O-])=O.C([O-])(=O)C.[Cu+2].C([O-])(=O)C>[OH:18][C:5]1[C:6]2[C:7](=[O:17])[C:8]3[C:13](=[CH:12][CH:11]=[CH:10][CH:9]=3)[C:14](=[O:16])[C:15]=2[CH:2]=[CH:3][CH:4]=1 |f:2.3,5.6.7|. Reported procedure: The pleochroic dye 1-cyclohexylphenylamino, 4-hydroxyanthraquinone was prepared by combining equimolar quantities of 1-chloro-4-hydroxy anthraquinone and 4-cyclohexylaniline and heating in the presence of a catalytic amount of copper acetate (0.1 g/0.1 mole) and sodium acetate (10 g/0.1 mole) in nitrobenzene. The reaction was run and the dye separated and tested as in Example 70. The dye had an absorption maxima at 594 nm and an optical order parameter of 0.75. Starting materials: CN1C(=CC=C1)C(CC#N)=O (1-methyl-β-oxo-2-pyrrolpropionitrile), FC1=CC=C(C=C1)N=C=O (p-fluorophenylisocyanate). Run in C1(=CC=CC=C1)C (toluene), C(C)N(CC)CC (triethylamine). Reaction conditions: time 8 hour. The product is CN1C(=CC=C1)C(C(C#N)C(NC1=CC=C(C=C1)F)=O)=O (1-methyl-β-oxo-α-(p-fluorophenylcarbamoyl)-2-pyrrolpropionitrile). RXN SMILES: [CH3:1][N:2]1[CH:6]=[CH:5][CH:4]=[C:3]1[C:7](=[O:11])[CH2:8][C:9]#[N:10].[F:12][C:13]1[CH:18]=[CH:17][C:16]([N:19]=[C:20]=[O:21])=[CH:15][CH:14]=1>C1(C)C=CC=CC=1.C(N(CC)CC)C>[CH3:1][N:2]1[CH:6]=[CH:5][CH:4]=[C:3]1[C:7](=[O:11])[CH:8]([C:20](=[O:21])[NH:19][C:16]1[CH:17]=[CH:18][C:13]([F:12])=[CH:14][CH:15]=1)[C:9]#[N:10]. Procedure details: To the suspension of 4.0 g of 1-methyl-β-oxo-2-pyrrolpropionitrile in 70 ml of toluene and 3.2 g of triethylamine, 3.7 g of p-fluorophenylisocyanate are added while stirring. The mixture is warmed on the steam cone until dissolution and the red-brown solution is allowed to stand overnight at room temperature. It is evaporated on the steam cone, the residue taken up in methanol and the solution poured into the mixture of 8 ml of 5 N hydrochloric acid and 300 ml of water. The precipitated crystals... Reactants: CCOCC(O)c1cccc(Br)n1, ClCCl, CC(C)OC(=O)N=NC(=O)OC(C)C, CCOC(=O)COc1ccc(S)cc1C, c1ccc(P(c2ccccc2)c2ccccc2)cc1. The product is CCOCC(Sc1ccc(OCC(=O)OCC)c(C)c1)c1cccc(Br)n1. Reaction SMILES: [Br:16][c:17]1[cH:18][cH:19][cH:20][c:21]([CH:23]([CH2:24][O:25][CH2:26][CH3:27])[OH:28])[n:22]1.[Cl:62][CH2:63][Cl:64].[O:48]=[C:49]([O:50][CH:51]([CH3:52])[CH3:53])[N:54]=[N:55][C:56]([O:57][CH:58]([CH3:59])[CH3:60])=[O:61].[SH:1][c:2]1[cH:3][c:4]([CH3:15])[c:5]([O:8][CH2:9][C:10](=[O:11])[O:12][CH2:13][CH3:14])[cH:6][cH:7]1.[c:29]1([P:30]([c:31]2[cH:32][cH:33][cH:34][cH:35][cH:36]2)[c:37]2[cH:38][cH:39][cH:40][cH:41][cH:42]2)[cH:43][cH:44][cH:45][cH:46][cH:47]1>>[S:1]([c:2]1[cH:3][c:4]([CH3:15])[c:5]([O:8][CH2:9][C:10](=[O:11])[O:12][CH2:13][CH3:14])[cH:6][cH:7]1)[CH:23]([c:21]1[cH:20][cH:19][cH:18][c:17]([Br:16])[n:22]1)[CH2:24][O:25][CH2:26][CH3:27]. The reactants are CC(=O)O, [K+], C#CCn1c(=O)cn[nH]c1=O, [OH-], O. Product: C#CCn1c(=O)cnn(CO)c1=O. RXN SMILES: [CH3:15][C:16]([OH:17])=[O:18].[K+:13].[O:1]=[c:2]1[nH:3][n:4][cH:5][c:6](=[O:11])[n:7]1[CH2:8][C:9]#[CH:10].[OH-:12].[OH2:14]>>[O:1]=[c:2]1[n:3]([CH2:16][OH:17])[n:4][cH:5][c:6](=[O:11])[n:7]1[CH2:8][C:9]#[CH:10]. Starting materials: CCOc1cc(CC(=O)NC(C(=O)OC(C)C)c2ccccc2N2CCCCC2)ccc1C(=O)OCc1ccccc1, CC(C)O. The product is CCOc1cc(CC(=O)NC(C(=O)OC(C)C)c2ccccc2N2CCCCC2)ccc1C(=O)O. Reaction SMILES: [CH2:1]([CH3:2])[O:3][c:4]1[c:5]([C:6](=[O:7])[O:8][CH2:9][c:10]2[cH:11][cH:12][cH:13][cH:14][cH:15]2)[cH:16][cH:17][c:18]([CH2:20][C:21](=[O:22])[NH:23][CH:24]([c:25]2[c:26]([N:31]3[CH2:32][CH2:33][CH2:34][CH2:35][CH2:36]3)[cH:27][cH:28][cH:29][cH:30]2)[C:37](=[O:38])[O:39][CH:40]([CH3:41])[CH3:42])[cH:19]1.[CH:43]([OH:44])([CH3:45])[CH3:46]>>[CH2:1]([CH3:2])[O:3][c:4]1[c:5]([C:6](=[O:7])[OH:8])[cH:16][cH:17][c:18]([CH2:20][C:21](=[O:22])[NH:23][CH:24]([c:25]2[c:26]([N:31]3[CH2:32][CH2:33][CH2:34][CH2:35][CH2:36]3)[cH:27][cH:28][cH:29][cH:30]2)[C:37](=[O:38])[O:39][CH:40]([CH3:41])[CH3:42])[cH:19]1. Starting materials: CC(C)(C)[PH]([Pd][PH](C(C)(C)C)(C(C)(C)C)C(C)(C)C)(C(C)(C)C)C(C)(C)C, CCCC[Sn](Cl)(CCCC)CCCC, CC#N, CCOC(=O)c1cn(Cc2ccc(-n3cc(I)cn3)cc2)c2cccc(F)c2c1=O, N#C[K]. Product: CCOC(=O)c1cn(Cc2ccc(-n3cc(C#N)cn3)cc2)c2cccc(F)c2c1=O. As a reaction SMILES: [C:51]([PH:52]([Pd:53][PH:54]([C:55]([CH3:56])([CH3:57])[CH3:58])([C:59]([CH3:60])([CH3:61])[CH3:62])[C:63]([CH3:64])([CH3:65])[CH3:66])([C:67]([CH3:68])([CH3:69])[CH3:70])[C:71]([CH3:72])([CH3:73])[CH3:74])([CH3:75])([CH3:76])[CH3:77].[CH2:34]([Sn:35]([Cl:36])([CH2:37][CH2:38][CH2:39][CH3:40])[CH2:41][CH2:42][CH2:43][CH3:44])[CH2:45][CH2:46][CH3:47].[CH3:48][C:49]#[N:50].[F:1][c:2]1[c:3]2[c:4](=[O:30])[c:5]([C:25](=[O:26])[O:27][CH2:28][CH3:29])[cH:6][n:7]([CH2:12][c:13]3[cH:14][cH:15][c:16](-[n:19]4[n:20][cH:21][c:22]([I:24])[cH:23]4)[cH:17][cH:18]3)[c:8]2[cH:9][cH:10][cH:11]1.[K:31][C:32]#[N:33]>>[F:1][c:2]1[c:3]2[c:4](=[O:30])[c:5]([C:25](=[O:26])[O:27][CH2:28][CH3:29])[cH:6][n:7]([CH2:12][c:13]3[cH:14][cH:15][c:16](-[n:19]4[n:20][cH:21][c:22]([C:32]#[N:33])[cH:23]4)[cH:17][cH:18]3)[c:8]2[cH:9][cH:10][cH:11]1. Starting materials: COC=1C=C(C(/C=C/C2=NC=3N(C(N(C(C3N2C)=O)CCC)=O)CCC)=CC1OC)S(=O)(=O)O ((E)-4,5-Dimethoxy-β-(7-methyl-1,3-dipropylxanthin-8-yl)styrene-2-sulfonic acid), N (ammonia). Product: COC=1C=C(C(/C=C/C2=NC=3N(C(N(C(C3N2C)=O)CCC)=O)CCC)=CC1OC)S(=O)(=O)N ((E)-4,5-Dimethoxy-β-(7-methyl-1,3-dipropylxanthin-8-yl)styrene-2-sulfonamide). Isolated yield 70.0%. RXN SMILES: [CH3:1][O:2][C:3]1[CH:4]=[C:5]([S:31]([OH:34])(=O)=[O:32])[C:6](=[CH:27][C:28]=1[O:29][CH3:30])/[CH:7]=[CH:8]/[C:9]1[N:17]([CH3:18])[C:16]2[C:15](=[O:19])[N:14]([CH2:20][CH2:21][CH3:22])[C:13](=[O:23])[N:12]([CH2:24][CH2:25][CH3:26])[C:11]=2[N:10]=1.[NH3:35]>>[CH3:1][O:2][C:3]1[CH:4]=[C:5]([S:31]([NH2:35])(=[O:34])=[O:32])[C:6](=[CH:27][C:28]=1[O:29][CH3:30])/[CH:7]=[CH:8]/[C:9]1[N:17]([CH3:18])[C:16]2[C:15](=[O:19])[N:14]([CH2:20][CH2:21][CH3:22])[C:13](=[O:23])[N:12]([CH2:24][CH2:25][CH3:26])[C:11]=2[N:10]=1. Procedure details: Substantially the same procedure as in Example 2 was repeated using 1.00 g (1.96 mmol) of Compound 1 obtained in Example 1 and 0.6 ml of conc. aqueous ammonia. The resulting crude crystals were recrystallized from dioxane/water to give 670 mg (yield 70%) of Compound 9 as yellow needles. The reactants are Ice water, C(C)(C)(C)[Si](Cl)(C)C (tert-butyldimethylchlorosilane), C(C)(C)(C)OC(=O)N[C@H]1[C@@H](CN(CC1)C(=O)OCC1=CC=CC=C1)O ((+/−)(3R,4R)-benzyl 4-((tert-butoxycarbonyl)amino)-3-hydroxypiperidine-1-carboxylate), N1C=NC=C1 (imidazole). The solvent is CN(C)C=O (DMF). Run at time 8 hour. The product is C(C)(C)(C)OC(=O)N[C@H]1[C@@H](CN(CC1)C(=O)OCC1=CC=CC=C1)O[Si](C)(C)C(C)(C)C ((+/−)-(3R,4R)-benzyl 4-((tert-butoxycarbonyl)amino)-3-((tert-butyldimethylsilyl)oxy)piperidine-1-carboxylate). As a reaction SMILES: [C:1]([Si:5]([CH3:8])([CH3:7])Cl)([CH3:4])([CH3:3])[CH3:2].[C:9]([O:13][C:14]([NH:16][C@@H:17]1[CH2:22][CH2:21][N:20]([C:23]([O:25][CH2:26][C:27]2[CH:32]=[CH:31][CH:30]=[CH:29][CH:28]=2)=[O:24])[CH2:19][C@H:18]1[OH:33])=[O:15])([CH3:12])([CH3:11])[CH3:10].N1C=CN=C1>CN(C=O)C>[C:9]([O:13][C:14]([NH:16][C@@H:17]1[CH2:22][CH2:21][N:20]([C:23]([O:25][CH2:26][C:27]2[CH:32]=[CH:31][CH:30]=[CH:29][CH:28]=2)=[O:24])[CH2:19][C@H:18]1[O:33][Si:5]([C:1]([CH3:4])([CH3:3])[CH3:2])([CH3:8])[CH3:7])=[O:15])([CH3:12])([CH3:10])[CH3:11]. Reported procedure: tert-butyldimethylchlorosilane (6.51 g, 43.2 mmol) was added to a solution of (+/−)(3R,4R)-benzyl 4-((tert-butoxycarbonyl)amino)-3-hydroxypiperidine-1-carboxylate (prepared according to a published literature procedure: Fink, Brian, et al., WO 2005/066176, 10.1 g, 28.8 mmol) and imidazole (3.92 g, 57.6 mmol) in DMF (60 mL). The mixture was stirred at room temperature overnight. Ice water was added and the reaction mixture was extracted with ether twice, the combined extracts were washed with bri...